Dataset: the Open Reaction Database (ORD), a public repository of structured organic reaction records. Task: describe an organic reaction: reactants, conditions, products, and yield The reactants are O1CCN(CC1)CCN (2-morpholinoethylamine), BrC1=CC=C2C(C(=C(C(C2=C1)(C)C)O)C(=O)NCC(=O)OC(C)(C)C)=O (Tert-butyl 2-(7-bromo-2-hydroxy-1,1-dimethyl-4-oxo-1,4-dihydronaphthalene-3-carboxamido)acetate), C1(=CC=CC=C1)P(C1(C(=C2C=CC=CC2=CC1)C1=CC=CC2=CC=CC=C12)P(C1=CC=CC=C1)C1=CC=CC=C1)C1=CC=CC=C1 (racemic-2,2-bis(diphenylphosphino)-1,1-binaphthyl), CC(C)([O-])C.[Na+] (sodium tert-butoxide). Reagents/catalysts: C(C)(=O)[O-].[Pd+2].C(C)(=O)[O-] (palladium acetate). Run in CCOC(=O)C (EtOAc), C1(=CC=CC=C1)C (toluene). Reaction conditions: temperature 110 celsius, time 3 hour. Product: OC=1C(C2=CC(=CC=C2C(C1C(=O)NCC(=O)OC(C)(C)C)=O)NCCN1CCOCC1)(C)C (tert-butyl 2-(2-hydroxy-1,1-dimethyl-7-(2-morpholinoethylamino)-4-oxo-1,4-dihydronaphthalene-3-carboxamido)acetate). Reaction SMILES: Br[C:2]1[CH:11]=[C:10]2[C:5]([C:6](=[O:26])[C:7]([C:15]([NH:17][CH2:18][C:19]([O:21][C:22]([CH3:25])([CH3:24])[CH3:23])=[O:20])=[O:16])=[C:8]([OH:14])[C:9]2([CH3:13])[CH3:12])=[CH:4][CH:3]=1.C1(P(C2C=CC=CC=2)C2(P(C3C=CC=CC=3)C3C=CC=CC=3)CC=C3C(C=CC=C3)=C2C2C3C(=CC=CC=3)C=CC=2)C=CC=CC=1.CC(C)([O-])C.[Na+].[O:79]1[CH2:84][CH2:83][N:82]([CH2:85][CH2:86][NH2:87])[CH2:81][CH2:80]1>CCOC(C)=O.C([O-])(=O)C.[Pd+2].C([O-])(=O)C.C1(C)C=CC=CC=1>[OH:14][C:8]1[C:9]([CH3:12])([CH3:13])[C:10]2[C:5]([C:6](=[O:26])[C:7]=1[C:15]([NH:17][CH2:18][C:19]([O:21][C:22]([CH3:23])([CH3:25])[CH3:24])=[O:20])=[O:16])=[CH:4][CH:3]=[C:2]([NH:87][CH2:86][CH2:85][N:82]1[CH2:83][CH2:84][O:79][CH2:80][CH2:81]1)[CH:11]=2 |f:2.3,6.7.8|. Procedure: Tert-butyl 2-(7-bromo-2-hydroxy-1,1-dimethyl-4-oxo-1,4-dihydronaphthalene-3-carboxamido)acetate (125 mg, 295 μmol, Example 53A-E), palladium acetate (7 mg, 29 μmol), racemic-2,2-bis(diphenylphosphino)-1,1-binaphthyl (18 mg, 29 μmol), and sodium tert-butoxide (42 mg, 442 μmol) were added to toluene (5892 μL) followed by 2-morpholinoethylamine (77 μL, 589 μmol). The reaction was then stirred at 110° C. for 3 hours. The reaction mixture was diluted with 100 mL of EtOAc, washed 2 times with 50 mL of... The reactants are CI, OCc1cnn(-c2c(Cl)cc(C(F)(F)F)cc2Cl)n1, [H-], [Na+], C1CCOC1, O. Yields the product COCc1cnn(-c2c(Cl)cc(C(F)(F)F)cc2Cl)n1. RXN SMILES: [CH3:22][I:23].[Cl:1][c:2]1[c:3](-[n:13]2[n:14][cH:15][c:16]([CH2:18][OH:19])[n:17]2)[c:4]([Cl:12])[cH:5][c:6]([C:8]([F:9])([F:10])[F:11])[cH:7]1.[H-:20].[Na+:21].[O:25]1[CH2:26][CH2:27][CH2:28][CH2:29]1.[OH2:24]>>[Cl:1][c:2]1[c:3](-[n:13]2[n:14][cH:15][c:16]([CH2:18][O:19][CH3:22])[n:17]2)[c:4]([Cl:12])[cH:5][c:6]([C:8]([F:9])([F:10])[F:11])[cH:7]1. Starting materials: COC(=O)CO, N=C(OCc1ccccc1)C(Cl)(Cl)Cl, ClCCl, O=S(=O)(O)C(F)(F)F, [Na+], O=C([O-])O. The product is COC(=O)C(O)Cc1ccccc1. RXN SMILES: [C:1]([CH2:2][OH:3])(=[O:4])[O:5][CH3:6].[Cl:15][C:16]([Cl:17])([Cl:18])[C:26](=[NH:27])[O:28][CH2:19][c:20]1[cH:21][cH:22][cH:23][cH:24][cH:25]1.[Cl:34][CH2:35][Cl:36].[F:7][C:8]([S:9]([OH:10])(=[O:11])=[O:12])([F:13])[F:14].[Na+:33].[O-:29][C:30]([OH:31])=[O:32]>>[C:1]([CH:2]([OH:3])[CH2:19][c:20]1[cH:21][cH:22][cH:23][cH:24][cH:25]1)(=[O:4])[O:5][CH3:6].